describe an organic reaction: reactants, conditions, products, and yield From a dataset of the Open Reaction Database (ORD), a public repository of structured organic reaction records. Reactants: C(CCC)[Sn](=O)CCCC (dibutyl(oxo)tin), ClC=1C=C2C(=NC1)NC=C2C2=NC=C(C(=N2)N[C@@H]2C[C@@H](CCC2)C#N)F ((1R,3S)-3-(2-(5-chloro-1H-pyrrolo[2,3-b]pyridin-3-yl)-5-fluoropyrimidin-4-ylamino)cyclohexanecarbonitrile), N(=[N+]=[N-])[Si](C)(C)C (azido(trimethyl)silane). Run in C1(=CC=CC=C1)C (toluene). Run at temperature 120 celsius. Yields the product N1N=NN=C1[C@H]1C[C@H](CCC1)NC1=NC(=NC=C1F)C1=CNC2=NC=C(C=C21)Cl (N-((1S,3R)-3-(1H-tetrazol-5-yl)cyclohexyl)-2-(5-chloro-1H-pyrrolo[2,3-b]pyridin-3-yl)-5-fluoropyrimidin-4-amine). The yield is 99.4%. RXN SMILES: C([Sn](CCCC)=O)CCC.[Cl:11][C:12]1[CH:13]=[C:14]2[C:20]([C:21]3[N:26]=[C:25]([NH:27][C@H:28]4[CH2:33][CH2:32][CH2:31][C@@H:30]([C:34]#[N:35])[CH2:29]4)[C:24]([F:36])=[CH:23][N:22]=3)=[CH:19][NH:18][C:15]2=[N:16][CH:17]=1.[N:37]([Si](C)(C)C)=[N+:38]=[N-:39]>C1(C)C=CC=CC=1>[NH:37]1[C:34]([C@@H:30]2[CH2:31][CH2:32][CH2:33][C@H:28]([NH:27][C:25]3[C:24]([F:36])=[CH:23][N:22]=[C:21]([C:20]4[C:14]5[C:15](=[N:16][CH:17]=[C:12]([Cl:11])[CH:13]=5)[NH:18][CH:19]=4)[N:26]=3)[CH2:29]2)=[N:35][N:39]=[N:38]1. Procedure details: A suspension of dibutyl(oxo)tin (0.016 g, 0.064 mmol) and (1R,3S)-3-[[2-(5-chloro-1H-pyrrolo[2,3-b]pyridin-3-yl)-5-fluoro-pyrimidin-4-yl]amino]cyclohexane-carbonitrile (54c) (0.043 g, 0.107 mmol) in toluene (3 mL) was treated with azido(trimethyl)silane (0.200 mL, 1.507 mmol). The mixture was heated in a sealed tube at 120° C. overnight. The mixture was absorbed onto silica-gel and purified by silica gel chromatography (25-50% gradient of 20% MeOH:DCM containing 0.5% AcOH modifier). The combined...